Dataset: the Open Reaction Database (ORD), a public repository of structured organic reaction records. Task: describe an organic reaction: reactants, conditions, products, and yield Reagents/catalysts: CC(C)(C)c1ccc(cc1)c2ccc(cc2)C(C)(C)C, CC(=O)[O-].CC(=O)[O-].[Pd+2]. The yield is 15.7%. Solvent: O, CN(C)C=O, CCC1=CC(CC)=CC=C1, CC#N, O, Cc1ccccc1, CCc1cc(CC)cc(CC)c1. Run at temperature 100 celsius, pressure 100 bar, time 1 minute. Yields the product CC(C=C1)=C(C2=CC=C(N=CC=C3)C3=C2)C4=C1N(C5OCCCC5)N=C4. Reactants: F[B-](F)(C1=C(C)C=CC2=C1C=NN2C3CCCCO3)F.[K+], IC1=CC=C2N=CC=CC2=C1. Reactants: CS(=O)(=O)NC1=C(C(=O)OC)C=C(C=C1)C(F)(F)F (methyl 2-(methylsulfonamido)-5-(trifluoromethyl)benzoate), Cl (HCl), [OH-].[Li+] (lithium hydroxide). Solvent: C1CCOC1 (THF), O (water). Run at time 6 hour. Yields the product CS(=O)(=O)NC1=C(C(=O)O)C=C(C=C1)C(F)(F)F (2-(methylsulfonamido)-5-(trifluoromethyl)benzoic acid). Yield: 73.4%. As a reaction SMILES: [CH3:1][S:2]([NH:5][C:6]1[CH:15]=[CH:14][C:13]([C:16]([F:19])([F:18])[F:17])=[CH:12][C:7]=1[C:8]([O:10]C)=[O:9])(=[O:4])=[O:3].[OH-].[Li+].Cl>C1COCC1.O>[CH3:1][S:2]([NH:5][C:6]1[CH:15]=[CH:14][C:13]([C:16]([F:17])([F:18])[F:19])=[CH:12][C:7]=1[C:8]([OH:10])=[O:9])(=[O:4])=[O:3] |f:1.2|. Reported procedure: To a mixture of methyl 2-(methylsulfonamido)-5-(trifluoromethyl)benzoate (1.0 g, 3.367 mmol) in THF (20 ml) and water (20 ml) was added lithium hydroxide (0.4242 g, 10.10 mmol) and stirred at RT for 6 h. The reaction mixture was acidified with 1.5 N HCl and extracted with ethyl acetate (3×50 ml). The organic layer was washed with water, brine, dried (Na2SO4) and concentrated. The solid was filtered and dried under vacuum to get 2-(methylsulfonamido)-5-(trifluoromethyl)benzoic acid (0.7 g, 73%) a... Starting materials: COC(=O)C1C(N(C2=CC=C(C=C12)C1(OCCO1)C)C)=O (1-methyl-5-(2-methyl-[1,3]dioxolan-2-yl)-2-oxo-2,3-dihydro-1H-indole-3-carboxylic acid methyl ester), NC=1C=C(C(=O)NC2=CC=CC=C2)C=CC1 (3-amino-N-phenyl-benzamide). The product is C1(=CC=CC=C1)NC(=O)C=1C=C(C=CC1)NC(=O)C1C(N(C2=CC=C(C=C12)C(C)=O)C)=O (5-Acetyl-1-methyl-2-oxo-2,3-dihydro-1H-indole-3-carboxylic acid (3-phenylcarbamoyl-phenyl)-amide). Reaction SMILES: CO[C:3]([CH:5]1[C:13]2[C:8](=[CH:9][CH:10]=[C:11]([C:14]3([CH3:19])[O:18]CCO3)[CH:12]=2)[N:7]([CH3:20])[C:6]1=[O:21])=[O:4].[NH2:22][C:23]1[CH:24]=[C:25]([CH:35]=[CH:36][CH:37]=1)[C:26]([NH:28][C:29]1[CH:34]=[CH:33][CH:32]=[CH:31][CH:30]=1)=[O:27]>>[C:29]1([NH:28][C:26]([C:25]2[CH:24]=[C:23]([NH:22][C:3]([CH:5]3[C:13]4[C:8](=[CH:9][CH:10]=[C:11]([C:14](=[O:18])[CH3:19])[CH:12]=4)[N:7]([CH3:20])[C:6]3=[O:21])=[O:4])[CH:37]=[CH:36][CH:35]=2)=[O:27])[CH:34]=[CH:33][CH:32]=[CH:31][CH:30]=1. Procedure details: Prepared as in Example 1 from 1-methyl-5-(2-methyl-[1,3]dioxolan-2-yl)-2-oxo-2,3-dihydro-1H-indole-3-carboxylic acid methyl ester and 3-amino-N-phenyl-benzamide. Purified by trituration in hexanes/ethyl acetate. mp 178-179° C. Starting materials: C(C1=CC=CC=C1)OC1=C2CCCC(C2=CC=C1)C(=O)N(CC=1C=NNC1)C=1C=NC(=CC1)C(C)C (5-benzyloxy-N-(6-isopropylpyridin-3-yl)-N-[(pyrazol-4-yl)methyl]-1,2,3,4-tetrahydronaphthalene-1-carboxamide), ClCC1=CC=CC(=N1)N(C)C (6-chloromethyl-2-(dimethylamino)pyridine). Yields the product C(C1=CC=CC=C1)OC1=C2CCCC(C2=CC=C1)C(=O)N(C=1C=NC(=CC1)C(C)C)CC=1C=NN(C1)CC1=NC(=CC=C1)N(C)C (5-benzyloxy-N-({1-[(6-dimethylaminopyridin-2-yl)methyl]pyrazol-4-yl}methyl)-N-(6-isopropylpyridin-3-yl)-1,2,3,4-tetrahydronaphthalene-1-carboxamide). Isolated yield 43.1%. Reaction SMILES: [CH2:1]([O:8][C:9]1[CH:18]=[CH:17][CH:16]=[C:15]2[C:10]=1[CH2:11][CH2:12][CH2:13][CH:14]2[C:19]([N:21]([C:28]1[CH:29]=[N:30][C:31]([CH:34]([CH3:36])[CH3:35])=[CH:32][CH:33]=1)[CH2:22][C:23]1[CH:24]=[N:25][NH:26][CH:27]=1)=[O:20])[C:2]1[CH:7]=[CH:6][CH:5]=[CH:4][CH:3]=1.Cl[CH2:38][C:39]1[N:44]=[C:43]([N:45]([CH3:47])[CH3:46])[CH:42]=[CH:41][CH:40]=1>>[CH2:1]([O:8][C:9]1[CH:18]=[CH:17][CH:16]=[C:15]2[C:10]=1[CH2:11][CH2:12][CH2:13][CH:14]2[C:19]([N:21]([CH2:22][C:23]1[CH:24]=[N:25][N:26]([CH2:38][C:39]2[CH:40]=[CH:41][CH:42]=[C:43]([N:45]([CH3:47])[CH3:46])[N:44]=2)[CH:27]=1)[C:28]1[CH:29]=[N:30][C:31]([CH:34]([CH3:36])[CH3:35])=[CH:32][CH:33]=1)=[O:20])[C:2]1[CH:7]=[CH:6][CH:5]=[CH:4][CH:3]=1. Reported procedure: By the reaction and treatment in the same manner as in Example 271 using 5-benzyloxy-N-(6-isopropylpyridin-3-yl)-N-[(pyrazol-4-yl)methyl]-1,2,3,4-tetrahydronaphthalene-1-carboxamide (0.78 g) and 6-chloromethyl-2-(dimethylamino)pyridine (0.46 g) as starting materials, 5-benzyloxy-N-({1-[(6-dimethylaminopyridin-2-yl)methyl]pyrazol-4-yl}methyl)-N-(6-isopropylpyridin-3-yl)-1,2,3,4-tetrahydronaphthalene-1-carboxamide (0.43 g) was obtained. Reactants: C(C1=CC=CC=C1)N1[C@@]2([C@@H](CC[C@H]1[C@@H](C2)C(C)(C)O)OCC2=CC(=CC(=C2)C(F)(F)F)C(F)(F)F)C2=CC=CC=C2 ((1R*,2R*,5S*,6R*)-8-Benzyl-2-{[3,5-bis(trifluoromethyl)phenyl]methoxy}-6-(1-hydroxy-1-methylethyl)-1-phenyl-8-azabicyclo[3.2.1]octane). The reagents and catalysts are [Pd] (palladium on charcoal). Conditions: time 2 hour. Yields the product FC(C=1C=C(C=C(C1)C(F)(F)F)CO[C@H]1[C@@]2(C[C@H]([C@H](CC1)N2)C(C)(C)O)C2=CC=CC=C2)(F)F ((1R*,2R*,5S*,6R*)-2-{[3,5-Bis(trifluoromethyl)phenyl]methoxy}-6-(1-hydroxy-1-methylethyl)-1-phenyl-8-azabicyclo[3.2.1]octane). As a reaction SMILES: C([N:8]1[C@@H:13]2[C@H:14]([C:16]([OH:19])([CH3:18])[CH3:17])[CH2:15][C@@:9]1([C:36]1[CH:41]=[CH:40][CH:39]=[CH:38][CH:37]=1)[C@H:10]([O:20][CH2:21][C:22]1[CH:27]=[C:26]([C:28]([F:31])([F:30])[F:29])[CH:25]=[C:24]([C:32]([F:35])([F:34])[F:33])[CH:23]=1)[CH2:11][CH2:12]2)C1C=CC=CC=1>[Pd]>[F:30][C:28]([F:29])([F:31])[C:26]1[CH:27]=[C:22]([CH2:21][O:20][C@@H:10]2[CH2:11][CH2:12][C@@H:13]3[NH:8][C@@:9]2([C:36]2[CH:41]=[CH:40][CH:39]=[CH:38][CH:37]=2)[CH2:15][C@H:14]3[C:16]([OH:19])([CH3:18])[CH3:17])[CH:23]=[C:24]([C:32]([F:33])([F:34])[F:35])[CH:25]=1. Procedure details: A mixture of (1R*,2R*,5S*,6R*)-8-benzyl-2-{[3,5-bis(trifluoromethyl)phenyl]methoxy}-6-(1-hydroxy-1-methylethyl)-1-phenyl-8-azabicyclo[3.2.1]octane (Example 35; 56 mg 0.10 mmol), 10% palladium on charcoal (200 mg, 0.2 mmol) ethanol (10 ml) was stirred under hydrogen atmosphere (1 atm) at +60° C. for 2 hours. The reaction mixture was cooled to room temperature, flushed with nitrogen gas and filtered through a pad of Celite™. The filtrate was concentrated to give the title compound. The hydrochlori... Reactants: C(C1=CC=CC=C1)(=O)CCC(=O)O (3-benzoylpropionic acid), C1=CN(C=N1)C(=O)N2C=CN=C2 (N,N-carbonyldiimidazole), Cl.COC([C@H]1NCCC1)=O (L-proline methyl ester hydrochloride). The solvent is O1CCCC1 (tetrahydrofuran). Reaction conditions: time 2.5 day. Product: COC([C@H]1N(CCC1)C(CCC(C1=CC=CC=C1)=O)=O)=O (1-(3-Benzoylpropionyl)-L-proline methyl ester). RXN SMILES: [C:1]([CH2:9][CH2:10][C:11]([OH:13])=O)(=[O:8])[C:2]1[CH:7]=[CH:6][CH:5]=[CH:4][CH:3]=1.C1N=CN(C(N2C=NC=C2)=O)C=1.Cl.[CH3:27][O:28][C:29](=[O:35])[C@@H:30]1[CH2:34][CH2:33][CH2:32][NH:31]1>O1CCCC1>[CH3:27][O:28][C:29](=[O:35])[C@@H:30]1[CH2:34][CH2:33][CH2:32][N:31]1[C:11](=[O:13])[CH2:10][CH2:9][C:1](=[O:8])[C:2]1[CH:3]=[CH:4][CH:5]=[CH:6][CH:7]=1 |f:2.3|. Procedure details: A mixture of 3.56 g. of 3-benzoylpropionic acid and 3.24 g. of N,N-carbonyldiimidazole in 30 ml. of tetrahydrofuran is stirred at room temperature for 30 minutes. A 3.32 g. portion of L-proline methyl ester hydrochloride is added and the mixture is stirred at room temperature for 2.5 days. The solvent is removed in vacuo. Water and dichloromethane are added to the residue and the organic layer is separated, washed with water, then with 0.1 N hydrochloric acid and dried over magnesium sulfate. Th... The reactants are BrC1=C(C(=O)NCC23CC4CC(CC(C2)C4)C3)C=C(C=C1)CN1CCN(CC1)C(=O)OC(C)(C)C (2-Bromo-5-(4-[{1,1-dimethylethyl}oxycarbonyl]-piperazin-1-yl)methyl-N-(tricyclo[3.3.1.13,7]dec-1-ylmethyl)-benzamide), Cl (HCl). The solvent is CO (methanol), O1CCOCC1 (dioxane). Reaction conditions: time 14 hour. Yields the product Cl.BrC1=C(C(=O)NCC23CC4CC(CC(C2)C4)C3)C=C(C=C1)CN1CCNCC1 (2-Bromo-5-piperazin-1-ylmethyl-N-(tricyclo[3.3.1.13,7]dec-1-ylmethyl)-benzamide, hydrochloride salt). Reaction SMILES: [Br:1][C:2]1[CH:21]=[CH:20][C:19]([CH2:22][N:23]2[CH2:28][CH2:27][N:26](C(OC(C)(C)C)=O)[CH2:25][CH2:24]2)=[CH:18][C:3]=1[C:4]([NH:6][CH2:7][C:8]12[CH2:17][CH:12]3[CH2:13][CH:14]([CH2:16][CH:10]([CH2:11]3)[CH2:9]1)[CH2:15]2)=[O:5].[ClH:36]>CO.O1CCOCC1>[ClH:36].[Br:1][C:2]1[CH:21]=[CH:20][C:19]([CH2:22][N:23]2[CH2:28][CH2:27][NH:26][CH2:25][CH2:24]2)=[CH:18][C:3]=1[C:4]([NH:6][CH2:7][C:8]12[CH2:9][CH:10]3[CH2:16][CH:14]([CH2:13][CH:12]([CH2:11]3)[CH2:17]1)[CH2:15]2)=[O:5] |f:4.5|. Procedure: 2-Bromo-5-(4-[{1,1-dimethylethyl}oxycarbonyl]-piperazin-1-yl)methyl-N-(tricyclo[3.3.1.13,7]dec-1-ylmethyl)-benzamide (Example 65b, 0.40 g) was dissolved in methanol (15 ml), and 4N HCl in dioxane (3 ml) added. The mixture was stirred at room temperature for 14 h. The solvent was removed under vacuum and the resulting solid was triturated with ether to afford the title compound as a white powder (0.23 g).